This data is from the Open Reaction Database (ORD), a public repository of structured organic reaction records. The task is: describe an organic reaction: reactants, conditions, products, and yield Starting materials: ClCCl, Cc1nc(CN2CCN(C(C(=O)NC(Cc3ccccc3)C(O)CN(CC3CCCN3C(=O)OC(C)(C)C)S(=O)(=O)c3ccc(C=NO)cc3)C(C)C)C2=O)cs1, O=C(O)C(F)(F)F. Yields the product Cc1nc(CN2CCN(C(C(=O)NC(Cc3ccccc3)C(O)CN(CC3CCCN3)S(=O)(=O)c3ccc(C=NO)cc3)C(C)C)C2=O)cs1. As a reaction SMILES: [Cl:58][CH2:59][Cl:60].[OH:1][N:2]=[CH:3][c:4]1[cH:5][cH:6][c:7]([S:10](=[O:11])(=[O:12])[N:13]([CH2:14][CH:15]([CH:16]([CH2:17][c:18]2[cH:19][cH:20][cH:21][cH:22][cH:23]2)[NH:24][C:25]([CH:26]([CH:27]([CH3:28])[CH3:29])[N:30]2[C:31](=[O:42])[N:32]([CH2:35][c:36]3[n:37][c:38]([CH3:41])[s:39][cH:40]3)[CH2:33][CH2:34]2)=[O:43])[OH:44])[CH2:45][CH:46]2[N:47]([C:51]([O:52][C:53]([CH3:54])([CH3:55])[CH3:56])=[O:57])[CH2:48][CH2:49][CH2:50]2)[cH:8][cH:9]1.[OH:61][C:62]([C:63]([F:64])([F:65])[F:66])=[O:67]>>[OH:1][N:2]=[CH:3][c:4]1[cH:5][cH:6][c:7]([S:10](=[O:11])(=[O:12])[N:13]([CH2:14][CH:15]([CH:16]([CH2:17][c:18]2[cH:19][cH:20][cH:21][cH:22][cH:23]2)[NH:24][C:25]([CH:26]([CH:27]([CH3:28])[CH3:29])[N:30]2[C:31](=[O:42])[N:32]([CH2:35][c:36]3[n:37][c:38]([CH3:41])[s:39][cH:40]3)[CH2:33][CH2:34]2)=[O:43])[OH:44])[CH2:45][CH:46]2[NH:47][CH2:48][CH2:49][CH2:50]2)[cH:8][cH:9]1.